Dataset: the Open Reaction Database (ORD), a public repository of structured organic reaction records. Task: describe an organic reaction: reactants, conditions, products, and yield Reactants: N#N (N2), C1(=CC=CC=C1)C1=C(N=CO1)C(=O)O (5-phenyloxazole-4-carboxylic acid), C=1C=CC2=C(C1)N=NN2O (HOBt), C(CCl)Cl (EDC), CCN(C(C)C)C(C)C (DIPEA), COCC1=CN=C(S1)CN1N=CC(=N1)N (2-((5-(methoxymethyl)thiazol-2-yl)methyl)-2H-1,2,3-triazol-4-amine). The reagents and catalysts are CN(C)C=1C=CN=CC1 (DMAP). Solvent: C(Cl)Cl (CH2Cl2), C(Cl)Cl (CH2Cl2). Run at time 30 minute. Yields the product COCC1=CN=C(S1)CN1N=CC(=N1)NC(=O)C=1N=COC1C1=CC=CC=C1 (N-(2-((5-(methoxymethyl)thiazol-2-yl)methyl)-2H-1,2,3-triazol-4-yl)-5-phenyloxazole-4-carboxamide). RXN SMILES: N#N.[C:3]1([C:9]2[O:13][CH:12]=[N:11][C:10]=2[C:14]([OH:16])=O)[CH:8]=[CH:7][CH:6]=[CH:5][CH:4]=1.C1C=CC2N(O)N=NC=2C=1.C(Cl)CCl.CCN(C(C)C)C(C)C.[CH3:40][O:41][CH2:42][C:43]1[S:47][C:46]([CH2:48][N:49]2[N:53]=[C:52]([NH2:54])[CH:51]=[N:50]2)=[N:45][CH:44]=1>C(Cl)Cl.CN(C1C=CN=CC=1)C>[CH3:40][O:41][CH2:42][C:43]1[S:47][C:46]([CH2:48][N:49]2[N:53]=[C:52]([NH:54][C:14]([C:10]3[N:11]=[CH:12][O:13][C:9]=3[C:3]3[CH:4]=[CH:5][CH:6]=[CH:7][CH:8]=3)=[O:16])[CH:51]=[N:50]2)=[N:45][CH:44]=1. Procedure details: In a flame dried round-bottomed flask equipped with a magnetic stir bar and under inert atmosphere (N2), a solution of commercially available 5-phenyloxazole-4-carboxylic acid (30 mg, 0.16 mmol) in CH2Cl2 (1.0 mL) was treated at rt with DMAP (4.8 mg, 0.04 mmol), HOBt (26 mg, 0.19 mmol), EDC (76 mg, 0.40 mmol) and DIPEA (0.11 mL, 0.63 mmol) and the resulting mixture was stirred for 30 min at rt. A solution of 2-((5-(methoxymethyl)thiazol-2-yl)methyl)-2H-1,2,3-triazol-4-amine (36 mg, 0.16 mmol) in... Reactants: CC(C)([O-])C.[K+] (potassium t-butoxide), C(C)(C)(C)OC(=O)OC=1C=C(C=O)C=CC1 (m-(t-Butoxycarbonyloxy)benzaldehyde). The reagents and catalysts are [Br-].C[P+](C1=CC=CC=C1)(C1=CC=CC=C1)C1=CC=CC=C1 (Methyl(triphenyl)phosphonium bromide). The solvent is C1CCOC1 (THF). Run at temperature 0 celsius, time 6 hour. The product is C(C)(C)(C)OC(=O)OC=1C=C(C=C)C=CC1 (m-(t-butoxycarbonyloxy)styrene). Yield: 48.7%. Reaction SMILES: [CH3:1]C(C)([O-])C.[K+].[C:7]([O:11][C:12]([O:14][C:15]1[CH:16]=[C:17]([CH:20]=[CH:21][CH:22]=1)[CH:18]=O)=[O:13])([CH3:10])([CH3:9])[CH3:8]>[Br-].C[P+](C1C=CC=CC=1)(C1C=CC=CC=1)C1C=CC=CC=1.C1COCC1>[C:7]([O:11][C:12]([O:14][C:15]1[CH:16]=[C:17]([CH:20]=[CH:21][CH:22]=1)[CH:18]=[CH2:1])=[O:13])([CH3:10])([CH3:9])[CH3:8] |f:0.1,3.4|. Reported procedure: m-Hydroxybenzaldehyde (819 mmol, 100.0 g) was placed in a 5 L 3-necked round bottom flask equipped with a mechanical stirrer and an argon gas inlet, to which was added THF (4.5 L). Potassium t-butoxide (834 mmol, 93.7 g) was slowly added to the solution over 3 min. After 15 min, di-t-butyl dicarbonate (834 mmol, 182.3 g) was added over 15 min. After 2.5 hr at room temperature the reaction mixture was poured into 4 L of water and the product was extracted with 2 L of a mixture of hexanes and ethe... Reactants: ClC1=CC2=C(C(=N1)C=1C=NC=C(C1)Cl)N(C(=N2)C(C)(O)C2=NC=CC=C2F)C[C@@H]2CC[C@H](CC2)C ((1RS)-1-{6-chloro-4-(5-chloropyridin-3-yl)-3-[(trans-4-methylcyclohexyl)methyl]-3H-imidazo[4,5-c]pyridin-2-yl}-1-(3-fluoropyridin-2-yl)ethanol), N1=CC=CC=C1 (pyridine), S(=O)(Cl)Cl (thionyl chloride). Solvent: ClCCl (dichloromethane). Run at temperature 0 celsius, time 1 hour. Yields the product ClC1=CC2=C(C(=N1)C=1C=NC=C(C1)Cl)N(C(=N2)C(=C)C2=NC=CC=C2F)C[C@@H]2CC[C@H](CC2)C (6-chloro-4-(5-chloropyridin-3-yl)-2-[1-(3-fluoropyridin-2-yl)ethenyl]-3-[(trans-4-methylcyclohexyl)methyl]-3H-imidazo[4,5-c]pyridine). RXN SMILES: [Cl:1][C:2]1[N:7]=[C:6]([C:8]2[CH:9]=[N:10][CH:11]=[C:12]([Cl:14])[CH:13]=2)[C:5]2[N:15]([CH2:28][C@H:29]3[CH2:34][CH2:33][C@H:32]([CH3:35])[CH2:31][CH2:30]3)[C:16]([C:18]([C:21]3[C:26]([F:27])=[CH:25][CH:24]=[CH:23][N:22]=3)(O)[CH3:19])=[N:17][C:4]=2[CH:3]=1.N1C=CC=CC=1.S(Cl)(Cl)=O>ClCCl>[Cl:1][C:2]1[N:7]=[C:6]([C:8]2[CH:9]=[N:10][CH:11]=[C:12]([Cl:14])[CH:13]=2)[C:5]2[N:15]([CH2:28][C@H:29]3[CH2:30][CH2:31][C@H:32]([CH3:35])[CH2:33][CH2:34]3)[C:16]([C:18]([C:21]3[C:26]([F:27])=[CH:25][CH:24]=[CH:23][N:22]=3)=[CH2:19])=[N:17][C:4]=2[CH:3]=1. Reported procedure: To a stirred solution of (1RS)-1-{6-chloro-4-(5-chloropyridin-3-yl)-3-[(trans-4-methylcyclohexyl)methyl]-3H-imidazo[4,5-c]pyridin-2-yl}-1-(3-fluoropyridin-2-yl)ethanol (Example 8.6/8.7, Step 3; 1.2 g, 2.33 mmol) and pyridine (1.88 mL, 23.3 mmol) in dichloromethane (20 mL) was added thionyl chloride (0.85 mL, 11.67 mmol) dropwise at 0° C., and the reaction was stirred at 0° C. for 1 h. The reaction was quenched with saturated NaHCO3 solution and extracted with dichloromethane (2×25 mL). The combi... Starting materials: O=C([O-])O, Cn1nc(-c2ccc(C(=O)Cl)s2)cc1C(F)(F)F, ClCCl, Nc1nccs1, [Na+], O. Yields the product Cn1nc(-c2ccc(C(=O)Nc3nccs3)s2)cc1C(F)(F)F. Reaction SMILES: [C:28](=[O:29])([OH:30])[O-:31].[CH3:1][n:2]1[n:3][c:4](-[c:11]2[cH:12][cH:13][c:14]([C:16](=[O:17])[Cl:18])[s:15]2)[cH:5][c:6]1[C:7]([F:8])([F:9])[F:10].[Cl:19][CH2:20][Cl:21].[NH2:22][c:23]1[s:24][cH:25][cH:26][n:27]1.[Na+:32].[OH2:33]>>[CH3:1][n:2]1[n:3][c:4](-[c:11]2[cH:12][cH:13][c:14]([C:16](=[O:17])[NH:22][c:23]3[s:24][cH:25][cH:26][n:27]3)[s:15]2)[cH:5][c:6]1[C:7]([F:8])([F:9])[F:10].